From a dataset of the Open Reaction Database (ORD), a public repository of structured organic reaction records. describe an organic reaction: reactants, conditions, products, and yield Reactants: C(N)(=N)NC(CC1=CC=CC=C1)C(=O)O (N-guanyl-dl-phenylalanine), NC(C(=O)NN)CC1=CC=CC=C1 (2-amino-3-phenylpropanehydrazide), N[C@H](C(=O)O)CC1=CC=C(C=C1)CN=C(N)N ((2S)-2-amino-3-[4-[(diaminomethylideneamino)methyl]phenyl]propanoic acid), II, CC(C)[C@@H](C(=O)N[C@@H](CS)C(=O)N[C@@H](CC=1C=CC(=CC1)O)C(=O)N[C@@H](CCCNC(=N)N)C(=O)NCC(=O)N[C@@H](CC=2C=CC=CC2)C(=O)N[C@@H](CS)C(=O)N[C@@H](CC=3C=CC(=CC3)O)C(=O)N[C@@H](CCCNC(=N)N)C(=O)N[C@@H](CCCCN)C(=O)N[C@@H](CS)C(=O)N[C@@H](CCCNC(=N)N)C(=O)N)NC(=O)[C@H](CCCNC(=N)N)NC(=O)[C@H](CC=4C=CC=CC4)NC(=O)[C@H](CS)NC(=O)[C@H](CC5=CNC6=C5C=CC=C6)NC(=O)[C@H](CCCNC(=N)N)NC(=O)[C@H](CCCNC(=N)N)N (polyphemusin I), N[C@H](C(=O)N[C@H](C(=O)O)CC1=CC=CC=C1)CCCN=C(N)N ((2S)-2-[[(2S)-2-amino-5-(diaminomethylideneannino)pentanoyl]amino]-3-phenylpropanoic acid), N[C@@H](CCCNC(N)=N)C(=O)N[C@@H](CC1=CC=CC=C1)C(=O)O (arginylphenylalanine), N[C@H](C(=O)N[C@H](C(=O)NC1=CC2=CC=CC=C2C=C1)CCCN=C(N)N)CC1=CC=CC=C1 ((2S)-2-[[(2S)-2-amino-3-phenylpropanoyl]amino]-5-(diaminomethylideneamino)-N-naphthalen-2-ylpentanamide). Product: N(C(=N)N)C1=CC=C(C[C@H](N)C(=O)O)C=C1 (4-guanidinophenylalanine). RXN SMILES: C([NH:4][CH:5]([C:13]([OH:15])=[O:14])[CH2:6][C:7]1[CH:12]=[CH:11][CH:10]=[CH:9][CH:8]=1)(=N)N.N[C@@H](CCC[N:35]=[C:36]([NH2:38])[NH2:37])C(N[C@@H](CC1C=CC=CC=1)C(O)=O)=O.N[C@@H](CC1C=CC(CN=C(N)N)=CC=1)C(O)=O.NC(CC1C=CC=CC=1)C(NN)=O.N[C@@H](CC1C=CC=CC=1)C(N[C@@H](CCCN=C(N)N)C(NC1C=CC2C(=CC=CC=2)C=1)=O)=O.CC([C@H](NC([C@@H](NC([C@@H](NC([C@@H](NC([C@@H](NC([C@@H](NC([C@@H](N)CCCNC(N)=N)=O)CCCNC(N)=N)=O)CC1C2C=CC=CC=2NC=1)=O)CS)=O)CC1C=CC=CC=1)=O)CCCNC(N)=N)=O)C(N[C@H](C(N[C@H](C(N[C@H](C(NCC(N[C@H](C(N[C@H](C(N[C@H](C(N[C@H](C(N[C@H](C(N[C@H](C(N[C@H](C(N)=O)CCCNC(N)=N)=O)CS)=O)CCCCN)=O)CCCNC(N)=N)=O)CC1C=CC(O)=CC=1)=O)CS)=O)CC1C=CC=CC=1)=O)=O)CCCNC(N)=N)=O)CC1C=CC(O)=CC=1)=O)CS)=O)C>>[NH:37]([C:10]1[CH:9]=[CH:8][C:7]([CH2:6][C@@H:5]([C:13]([OH:15])=[O:14])[NH2:4])=[CH:12][CH:11]=1)[C:36]([NH2:38])=[NH:35]. Reported procedure: N-guanyl-dl-phenylalanine; (2S)-2-[[(2S)-2-amino-5-(diaminomethylideneannino)pentanoyl]amino]-3-phenylpropanoic acid, known as arginylphenylalanine; (2S)-2-amino-3-[4-[(diaminomethylideneamino)methyl]phenyl]propanoic acid; 2-amino-3-phenylpropanehydrazide; (2S)-2-[[(2S)-2-amino-3-phenylpropanoyl]amino]-5-(diaminomethylideneamino)-N-naphthalen-2-ylpentanamide; and polyphemusin I or II. Reactants: NC1=CC=C(C=C1)C1=CC(=C(C=C1)NC(=O)C=1N(C=C(N1)C#N)COCC[Si](C)(C)C)C1=CCCCC1 (4-cyano-1-(2-trimethylsilanyl-ethoxymethyl)-1H-imidazole-2-carboxylic acid (4′-amino-3-cyclohex-1-enyl-biphenyl-4-yl)-amide), N1=CC=CC=C1 (pyridine), CS(=O)(=O)Cl (methanesulfonyl chloride). Run in C(Cl)Cl (DCM). Reaction conditions: time 16 hour. Product: C1(=CCCCC1)C=1C=C(C=CC1NC(=O)C=1N(C=C(N1)C#N)COCC[Si](C)(C)C)C1=CC=C(C=C1)NS(=O)(=O)C (4-Cyano-1-(2-trimethylsilanyl-ethoxymethyl)-1H-imidazole-2-carboxylic acid (3-cyclohex-1-enyl-4′-methanesulfonylamino-biphenyl-4-yl)-amide). Isolated yield 95.0%. Reaction SMILES: [NH2:1][C:2]1[CH:7]=[CH:6][C:5]([C:8]2[CH:13]=[CH:12][C:11]([NH:14][C:15]([C:17]3[N:18]([CH2:24][O:25][CH2:26][CH2:27][Si:28]([CH3:31])([CH3:30])[CH3:29])[CH:19]=[C:20]([C:22]#[N:23])[N:21]=3)=[O:16])=[C:10]([C:32]3[CH2:37][CH2:36][CH2:35][CH2:34][CH:33]=3)[CH:9]=2)=[CH:4][CH:3]=1.N1C=CC=CC=1.[CH3:44][S:45](Cl)(=[O:47])=[O:46]>C(Cl)Cl>[C:32]1([C:10]2[CH:9]=[C:8]([C:5]3[CH:4]=[CH:3][C:2]([NH:1][S:45]([CH3:44])(=[O:47])=[O:46])=[CH:7][CH:6]=3)[CH:13]=[CH:12][C:11]=2[NH:14][C:15]([C:17]2[N:18]([CH2:24][O:25][CH2:26][CH2:27][Si:28]([CH3:30])([CH3:31])[CH3:29])[CH:19]=[C:20]([C:22]#[N:23])[N:21]=2)=[O:16])[CH2:37][CH2:36][CH2:35][CH2:34][CH:33]=1. Procedure details: To a mixture of 4-cyano-1-(2-trimethylsilanyl-ethoxymethyl)-1H-imidazole-2-carboxylic acid (4′-amino-3-cyclohex-1-enyl-biphenyl-4-yl)-amide (as prepared in the Example 28, step (a), 28.1 mg, 0.0547 mmol) in 0.5 mL of DCM was added pyridine (113 μL, 0.16 mmol) followed by methanesulfonyl chloride (5.1 μL, 0.066 mmol). After stirring at RT for 16 h under Ar, the mixture was concentrated under reduced pressure. The residue was purified by flash chromatography on silica gel (2-4% EtOAc/DCM) to affor... The reactants are ClC1=CC=C(CN2C(=NC=3N(C(NC(C23)=O)=O)C)OC2=CC(=CC=C2)OC(F)(F)F)C=C1 (7-(4-chlorobenzyl)-3-methyl-8-(3-(trifluoromethoxy)phenoxy)-1H-purine-2,6(3H,7H)-dione), ClC1=CC=C(CN2C(=NC=3N(C(NC(C23)=O)=O)C)OC2=CC(=CC=C2)OC(F)(F)F)C=C1 (7-(4-chlorobenzyl)-3-methyl-8-(3-(trifluoromethoxy)phenoxy)-1H-purine-2,6(3H,7H)-dione), CS(=O)(=O)OCC1(CC1)CO ((1-(hydroxymethyl)cyclopropyl)methyl methanesulfonate), CS(=O)(=O)OCC1(CC1)CO ((1-(hydroxymethyl)cyclopropyl)methyl methanesulfonate), C([O-])([O-])=O.[K+].[K+] (potassium carbonate). The reagents and catalysts are CCCC[N+](CCCC)(CCCC)CCCC.[I-] (TBAI). Solvent: CN(C)C=O (DMF). Conditions: temperature 50 celsius, time 8 hour. Yields the product ClC1=CC=C(CN2C(=NC=3N(C(N(C(C23)=O)CC2(CC2)CO)=O)C)OC2=CC(=CC=C2)OC(F)(F)F)C=C1 (7-(4-chlorobenzyl)-1-((1-(hydroxymethyl)cyclopropyl)methyl)-3-methyl-8-(3(trifluoromethoxy)phenoxy)-1H-purine-2,6(3H,7H)-dione). The yield is 38.4%. Reaction SMILES: [Cl:1][C:2]1[CH:32]=[CH:31][C:5]([CH2:6][N:7]2[C:15]3[C:14](=[O:16])[NH:13][C:12](=[O:17])[N:11]([CH3:18])[C:10]=3[N:9]=[C:8]2[O:19][C:20]2[CH:25]=[CH:24][CH:23]=[C:22]([O:26][C:27]([F:30])([F:29])[F:28])[CH:21]=2)=[CH:4][CH:3]=1.CS([O:37][CH2:38][C:39]1([CH2:42]O)[CH2:41][CH2:40]1)(=O)=O.C(=O)([O-])[O-].[K+].[K+]>CN(C=O)C.CCCC[N+](CCCC)(CCCC)CCCC.[I-]>[Cl:1][C:2]1[CH:3]=[CH:4][C:5]([CH2:6][N:7]2[C:15]3[C:14](=[O:16])[N:13]([CH2:42][C:39]4([CH2:38][OH:37])[CH2:41][CH2:40]4)[C:12](=[O:17])[N:11]([CH3:18])[C:10]=3[N:9]=[C:8]2[O:19][C:20]2[CH:25]=[CH:24][CH:23]=[C:22]([O:26][C:27]([F:30])([F:28])[F:29])[CH:21]=2)=[CH:31][CH:32]=1 |f:2.3.4,6.7|. Reported procedure: To a solution of 7-(4-chlorobenzyl)-3-methyl-8-(3-(trifluoromethoxy)phenoxy)-1H-purine-2,6(3H,7H)-dione (80 mg, 0.17 mmol, intermediate 9) in DMF (5 mL) was added (1-(hydroxymethyl)cyclopropyl)methyl methanesulfonate (0.1 g, 0.5 mmol, intermediate 42), potassium carbonate (47 mg, 0.34 mmol) and TBAI (2 mg, 0.02 mmol). The reaction was stirred at 50° C. for 8 h. The mixture was cooled and partitioned between ethyl acetate and water. The combined organic layer was dried over sodium sulfate, filter...